Dataset: the Open Reaction Database (ORD), a public repository of structured organic reaction records. Task: describe an organic reaction: reactants, conditions, products, and yield Reactants: CC1OC(=O)C(C(C)(C)C)=C1O, CCO, NN, O. The product is CC(O)C1=C(C(C)(C)C)C(=O)N=N1. Reaction SMILES: [C:1]([CH3:2])([CH3:3])([CH3:4])[C:5]1=[C:9]([OH:10])[CH:8]([CH3:11])[O:7][C:6]1=[O:12].[CH3:16][CH2:17][OH:18].[NH2:14][NH2:15].[OH2:13]>>[C:1]([CH3:2])([CH3:3])([CH3:4])[C:5]1=[C:9]([CH:8]([OH:7])[CH3:11])[N:15]=[N:14][C:6]1=[O:12]. Starting materials: FC=1C=CC=2N(C1)C(=C(N2)C2=CC=C(C=C2)F)CC=2N(C=CN2)C (6-fluoro-2-(4-fluorophenyl)-3-((1-methyl-1H-imidazol-2-yl)methyl)imidazo[1,2-a]pyridine), FC=1C=CC=2N(C1)C(=C(N2)C2=CC=C(C=C2)F)C=O (6-fluoro-2-(4-fluorophenyl)imidazo[1,2-a]pyridine-3-carbaldehyde), C(=C)N1N=CN=C1 (1-vinyl-1H-1,2,4-triazole). Product: FC=1C=CC=2N(C1)C(=C(N2)C2=CC=C(C=C2)F)CC2=NC=NN2C=C (6-fluoro-2-(4-fluorophenyl)-3-((1-vinyl-1H-1,2,4-triazol-5-yl)methyl)imidazo[1,2-a]pyridine). RXN SMILES: [F:1][C:2]1[CH:3]=[CH:4][C:5]2[N:6]([C:8]([CH2:18][C:19]3[N:20]([CH3:24])[CH:21]=[CH:22][N:23]=3)=[C:9]([C:11]3[CH:16]=[CH:15][C:14]([F:17])=[CH:13][CH:12]=3)[N:10]=2)[CH:7]=1.FC1C=CC2[N:30](C(C=O)=C(C3C=CC(F)=CC=3)N=2)C=1.C(N1C=NC=N1)=C>>[F:1][C:2]1[CH:3]=[CH:4][C:5]2[N:6]([C:8]([CH2:18][C:19]3[N:23]([CH:22]=[CH2:21])[N:30]=[CH:24][N:20]=3)=[C:9]([C:11]3[CH:16]=[CH:15][C:14]([F:17])=[CH:13][CH:12]=3)[N:10]=2)[CH:7]=1. Procedure details: The title compound was prepared according to Method C and the experimentals described for compound 199 from 6-fluoro-2-(4-fluorophenyl)imidazo[1,2-a]pyridine-3-carbaldehyde and 1-vinyl-1H-1,2,4-triazole. (55 mg, 36%). m/e+=338 (M+H+).